Dataset: the Open Reaction Database (ORD), a public repository of structured organic reaction records. Task: describe an organic reaction: reactants, conditions, products, and yield Reactants: NN (Hydrazine), ClC1=C2C(=NC(=C1)C=1C(=C(C#N)C=CC1)F)N(N=C2)C (3-(4-Chloro-1-methyl-1H-pyrazolo[3,4-b]pyridin-6-yl)-2-fluorobenzonitrile). The solvent is C(CCC)O (n-butanol). Run at temperature 90 celsius. Yields the product ClC1=C2C(=NC(=C1)C=1C=CC=C3C(=NNC13)N)N(N=C2)C (7-(4-Chloro-1-methyl-1H-pyrazolo[3,4-b]pyridin-6-yl)-1H-indazol-3-amine). RXN SMILES: [NH2:1][NH2:2].[Cl:3][C:4]1[CH:9]=[C:8]([C:10]2[C:11](F)=[C:12]([CH:15]=[CH:16][CH:17]=2)[C:13]#[N:14])[N:7]=[C:6]2[N:19]([CH3:22])[N:20]=[CH:21][C:5]=12>C(O)CCC>[Cl:3][C:4]1[CH:9]=[C:8]([C:10]2[CH:17]=[CH:16][CH:15]=[C:12]3[C:11]=2[NH:2][N:1]=[C:13]3[NH2:14])[N:7]=[C:6]2[N:19]([CH3:22])[N:20]=[CH:21][C:5]=12. Reported procedure: Hydrazine (0.34 mL, 1.04 mmol) was added to a solution of 3-(4-chloro-1-methyl-1H-pyrazolo[3,4-b]pyridin-6-yl)-2-fluorobenzonitrile 15 (0.030 g, 0.1046 mmol) in n-butanol and the reaction mixture was heated at 90° C. for 1 hour. The solvent was removed and diluted with ethylacetate, washed with saturated bicarbonate solution followed by brine. Drying and concentration gave 16.